Dataset: the Open Reaction Database (ORD), a public repository of structured organic reaction records. Task: describe an organic reaction: reactants, conditions, products, and yield The reactants are NCCCC(=O)O (4-Aminobutyric acid), C(C)(C)(C)OC(=O)NC(SC)=NC(=O)OC(C)(C)C (1,3-bis(tert-butoxycarbonyl)-2-methyl-2-thiopseudourea). Run in O1CCCC1 (tetrahydrofuran), O (water). Reaction conditions: temperature 60 celsius, time 8 hour. The product is C(C)(C)(C)OC(=O)N=C(NCCCC(=O)O)NC(=O)OC(C)(C)C (4-(2,3-di-tert-butoxycarbonylguanidino)butyric acid). Yield: 54.0%. Reaction SMILES: [NH2:1][CH2:2][CH2:3][CH2:4][C:5]([OH:7])=[O:6].[C:8]([O:12][C:13]([NH:15][C:16](=[N:19][C:20]([O:22][C:23]([CH3:26])([CH3:25])[CH3:24])=[O:21])SC)=[O:14])([CH3:11])([CH3:10])[CH3:9]>O1CCCC1.O>[C:23]([O:22][C:20]([N:19]=[C:16]([NH:15][C:13]([O:12][C:8]([CH3:11])([CH3:10])[CH3:9])=[O:14])[NH:1][CH2:2][CH2:3][CH2:4][C:5]([OH:7])=[O:6])=[O:21])([CH3:26])([CH3:25])[CH3:24]. Procedure details: 4-Aminobutyric acid (100 mg, 0.97 mmol) was dissolved in tetrahydrofuran (0.3 mL) and water (0.03 mL), combined with 1,3-bis(tert-butoxycarbonyl)-2-methyl-2-thiopseudourea (340 mg, 1.2 mmol) and stirred at 60° C. overnight. The reaction solution was concentrated under reduced pressure, and the residue was subjected to a column chromatography to obtain 4-(2,3-di-tert-butoxycarbonylguanidino)butyric acid (compound 8; yield: 181 mg). Product: S1CCCCC2=C1C=C(C=C2)C(=O)NC2=CC=C(C(=O)O)C=C2 (p-(2,3,4,5-tetrahydro-1-benzothiepine-8-carboxamido)benzoic acid). Reaction conditions: time 8 hour. The yield is 83.7%. Procedure: 1.20 g of ethyl p-(2,3,4,5-tetrahydro-1-benzothiepine-8-carboxamido)benzoate were dissolved in 40 ml of ethanol and treated with 14 ml of water containing 1.40 g of NaOH. The mixture was stirred at room temperature overnight, poured on to ice and acidified with conc. HCl. The mixture was then extracted twice with ethyl acetate, washed with water, dried and evaporated. Recrystallization from ethyl acetate gave 925 mg of p-(2,3,4,5-tetrahydro-1-benzothiepine-8-carboxamido)benzoic acid as colorless... The solvent is C(C)O (ethanol). RXN SMILES: [S:1]1[C:7]2[CH:8]=[C:9]([C:12]([NH:14][C:15]3[CH:25]=[CH:24][C:18]([C:19]([O:21]CC)=[O:20])=[CH:17][CH:16]=3)=[O:13])[CH:10]=[CH:11][C:6]=2[CH2:5][CH2:4][CH2:3][CH2:2]1.O.[OH-].[Na+].Cl>C(O)C>[S:1]1[C:7]2[CH:8]=[C:9]([C:12]([NH:14][C:15]3[CH:16]=[CH:17][C:18]([C:19]([OH:21])=[O:20])=[CH:24][CH:25]=3)=[O:13])[CH:10]=[CH:11][C:6]=2[CH2:5][CH2:4][CH2:3][CH2:2]1 |f:2.3|. Starting materials: Cl (HCl), O (water), [OH-].[Na+] (NaOH), S1CCCCC2=C1C=C(C=C2)C(=O)NC2=CC=C(C(=O)OCC)C=C2 (ethyl p-(2,3,4,5-tetrahydro-1-benzothiepine-8-carboxamido)benzoate). The reactants are C(=O)(OCC1=CC=CC=C1)N[C@@H](CC(N)=O)C(=O)O (N-carbobenzoxy-L-asparagine), C(C)(=O)OC(C)=O (acetic anhydride). Product: C(=O)(OCC1=CC=CC=C1)N[C@@H](CC#N)C(=O)O (N-carbobenzoxy-β-cyano-L-alanine). Reported procedure: 2.66 g (10 millimole) of N-carbobenzoxy-L-asparagine (Journal of Organic Chemistry, 26, 3356-3360 (1961)) was admixed with 30 ml of dry pyridine and 1.2 ml (12 millimole) of acetic anhydride, and the admixture obtained was stirred at a temperature from 20° to 25° C. for one hour. The reaction solution was then concentrated to a syrup by distilling off pyridine under reduced pressure, and the residue was diluted with 50 ml of 1 N hydrochloric acid. The product deposited as colorless needles was c... Isolated yield 82.6%. Conditions: time 1 hour. As a reaction SMILES: [C:1]([NH:11][C@H:12]([C:17]([OH:19])=[O:18])[CH2:13][C:14](=O)[NH2:15])([O:3][CH2:4][C:5]1[CH:10]=[CH:9][CH:8]=[CH:7][CH:6]=1)=[O:2].C(OC(=O)C)(=O)C>N1C=CC=CC=1>[C:1]([NH:11][C@H:12]([C:17]([OH:19])=[O:18])[CH2:13][C:14]#[N:15])([O:3][CH2:4][C:5]1[CH:10]=[CH:9][CH:8]=[CH:7][CH:6]=1)=[O:2]. Run in N1=CC=CC=C1 (pyridine). Reactants: Cl (hydrochloric acid), N(=O)OCCC(C)C (isoamyl nitrite), N(=O)OCCC(C)C (isoamyl nitrite), NC1=C(OC=2C=CC(=NC2)OCC(=O)OC)C=C(C(=C1)F)N1C(N(C(=CC1=O)C(F)(F)F)C)=O (5-{2-amino-4-fluoro-5-[3-methyl-2,6-dioxo-4-(trifluoromethyl)-1,2,3,6-tetrahydropyrimidin-1-yl]phenoxy}-2-(methoxycarbonyl)methoxypyridine). The reagents and catalysts are [Cu]Cl (copper(I) chloride), [Cu](Cl)Cl (copper(II) chloride). Run in C(C)#N (acetonitrile). Reaction conditions: time 1 hour. Product: ClC1=C(OC=2C=CC(=NC2)OCC(=O)OC)C=C(C(=C1)F)N1C(N(C(=CC1=O)C(F)(F)F)C)=O (5-{2-chloro-4-fluoro-5-[3-methyl-2,6-dioxo-4-(trifluoromethyl)-1,2,3,6-tetrahydropyrimidin-1-yl]phenoxy}-2-(methoxycarbonyl)methoxypyridine). RXN SMILES: N(OCCC(C)C)=O.N[C:10]1[CH:28]=[C:27]([F:29])[C:26]([N:30]2[C:35](=[O:36])[CH:34]=[C:33]([C:37]([F:40])([F:39])[F:38])[N:32]([CH3:41])[C:31]2=[O:42])=[CH:25][C:11]=1[O:12][C:13]1[CH:14]=[CH:15][C:16]([O:19][CH2:20][C:21]([O:23][CH3:24])=[O:22])=[N:17][CH:18]=1.[ClH:43]>[Cu]Cl.[Cu](Cl)Cl.C(#N)C>[Cl:43][C:10]1[CH:28]=[C:27]([F:29])[C:26]([N:30]2[C:35](=[O:36])[CH:34]=[C:33]([C:37]([F:40])([F:39])[F:38])[N:32]([CH3:41])[C:31]2=[O:42])=[CH:25][C:11]=1[O:12][C:13]1[CH:14]=[CH:15][C:16]([O:19][CH2:20][C:21]([O:23][CH3:24])=[O:22])=[N:17][CH:18]=1. Procedure: 0.3 g of isoamyl nitrite was added to a mixture of 0.83 g of 5-{2-amino-4-fluoro-5-[3-methyl-2,6-dioxo-4-(trifluoromethyl)-1,2,3,6-tetrahydropyrimidin-1-yl]phenoxy}-2-(methoxycarbonyl)methoxypyridine, 0.34 g of copper(I) chloride, 0.69 g of copper(II) chloride and 3 ml of acetonitrile dropwise at room temperature, and the mixture was stirred for 1 hour. 0.3 g of isoamyl nitrite was added to the mixture, and stirred for 20 minutes. This reaction solution was poured into 2% hydrochloric acid, and ... The reactants are Cc1ccccc1, OC1CN(C(c2ccccc2)c2ccccc2)C1, OC(c1ccc(Cl)cc1)c1ccc(Cl)cc1Cl, Cc1ccc(S(=O)(=O)O)cc1. The product is Clc1ccc(C(OC2CN(C(c3ccccc3)c3ccccc3)C2)c2ccc(Cl)cc2Cl)cc1. Reaction SMILES: [CH3:47][c:48]1[cH:49][cH:50][cH:51][cH:52][cH:53]1.[CH:29]([c:30]1[cH:31][cH:32][cH:33][cH:34][cH:35]1)([c:36]1[cH:37][cH:38][cH:39][cH:40][cH:41]1)[N:42]1[CH2:43][CH:44]([OH:46])[CH2:45]1.[Cl:1][c:2]1[c:3]([CH:4]([c:5]2[cH:6][cH:7][c:8]([Cl:11])[cH:9][cH:10]2)[OH:12])[cH:13][cH:14][c:15]([Cl:17])[cH:16]1.[c:18]1([CH3:19])[cH:20][cH:21][c:22]([S:23]([OH:24])(=[O:25])=[O:26])[cH:27][cH:28]1>>[Cl:1][c:2]1[c:3]([CH:4]([c:5]2[cH:6][cH:7][c:8]([Cl:11])[cH:9][cH:10]2)[O:12][CH:44]2[CH2:43][N:42]([CH:29]([c:30]3[cH:31][cH:32][cH:33][cH:34][cH:35]3)[c:36]3[cH:37][cH:38][cH:39][cH:40][cH:41]3)[CH2:45]2)[cH:13][cH:14][c:15]([Cl:17])[cH:16]1. The product is C(CCC)OC1=C(N(C(C2=CC=C(C=C12)/C=C/C(=O)O)=O)CC(C)C)CNC(=O)OC(C)(C)C ((E)-3-(4-butoxy-3-[[(tert-butoxycarbonyl)amino]methyl]-2-isobutyl-1-oxo-1,2-dihydro-6-isoquinolinyl)-2-propenic acid). Solvent: O1CCCC1 (tetrahydrofuran), C(C)O (ethanol). RXN SMILES: [CH2:1]([O:5][C:6]1[C:15]2[C:10](=[CH:11][CH:12]=[C:13](/[CH:16]=[CH:17]/[C:18]([O:20]CC)=[O:19])[CH:14]=2)[C:9](=[O:23])[N:8]([CH2:24][CH:25]([CH3:27])[CH3:26])[C:7]=1[CH2:28][NH:29][C:30]([O:32][C:33]([CH3:36])([CH3:35])[CH3:34])=[O:31])[CH2:2][CH2:3][CH3:4].[OH-].[Na+].O.Cl>O1CCCC1.C(O)C>[CH2:1]([O:5][C:6]1[C:15]2[C:10](=[CH:11][CH:12]=[C:13](/[CH:16]=[CH:17]/[C:18]([OH:20])=[O:19])[CH:14]=2)[C:9](=[O:23])[N:8]([CH2:24][CH:25]([CH3:26])[CH3:27])[C:7]=1[CH2:28][NH:29][C:30]([O:32][C:33]([CH3:36])([CH3:35])[CH3:34])=[O:31])[CH2:2][CH2:3][CH3:4] |f:1.2|. Isolated yield 94.2%. Conditions: time 2 hour. The reactants are C(CCC)OC1=C(N(C(C2=CC=C(C=C12)/C=C/C(=O)OCC)=O)CC(C)C)CNC(=O)OC(C)(C)C (ethyl (E)-3-(4-butoxy-3-[[(tert-butoxycarbonyl)amino]methyl]-2-isobutyl-1-oxo-1,2-dihydro-6-isoquinolinyl)-2-propenate), [OH-].[Na+] (sodium hydroxide), Cl (hydrochloric acid), O (water). Procedure details: To a solution of ethyl (E)-3-(4-butoxy-3-[[(tert-butoxycarbonyl)amino]methyl]-2-isobutyl-1-oxo-1,2-dihydro-6-isoquinolinyl)-2-propenate (1.00 g, 2 mmol) in tetrahydrofuran (10 mL) and ethanol (10 mL) was added 1N sodium hydroxide (4 mL). The obtained mixture was stirred at room temperature for 2 h. The reaction mixture was poured into water, acidified with 1N hydrochloric acid and extracted with ethyl acetate. The extract was washed with brine, dried over anhydrous magnesium sulfate and concentr... The reactants are CCOC(C)=O, COc1cc([N+](=O)[O-])ccc1F, [K+], [K+], O=C([O-])[O-], CN(C)C=O, N#Cc1c[nH]cn1. Yields the product COc1cc([N+](=O)[O-])ccc1-n1cnc(C#N)c1. As a reaction SMILES: [CH3:31][CH2:32][O:33][C:34]([CH3:35])=[O:36].[F:8][c:9]1[c:10]([O:18][CH3:19])[cH:11][c:12]([N+:15](=[O:16])[O-:17])[cH:13][cH:14]1.[K+:20].[K+:21].[O-:22][C:23]([O-:24])=[O:25].[O:26]=[CH:27][N:28]([CH3:29])[CH3:30].[nH:1]1[cH:2][n:3][c:4]([C:6]#[N:7])[cH:5]1>>[n:1]1(-[c:9]2[c:10]([O:18][CH3:19])[cH:11][c:12]([N+:15](=[O:16])[O-:17])[cH:13][cH:14]2)[cH:2][n:3][c:4]([C:6]#[N:7])[cH:5]1.